This data is from the Open Reaction Database (ORD), a public repository of structured organic reaction records. The task is: describe an organic reaction: reactants, conditions, products, and yield Reactants: C(=O)C=1C=C(C(N2C=CC=CC12)=O)C(=O)OCC (ethyl 1-formyl-4-oxo-4H-quinolizine-3-carboxylate), N1=C(C=CC=C1)C1(CCNCC1)C#N (4-pyridin-2-ylpiperidine-4-carbonitrile), C(C)(=O)O (acetic acid), ClC(C)Cl (dichloroethane), C(#N)[BH3-] (cyanoborohydride). Run at temperature 120 celsius. Product: C(#N)C1(CCN(CC1)CC=1C=C(C(C2C=CC=CC12)=O)C(=O)OCC)C1=NC=CC=C1 (ethyl 4-[(4-cyano-4-pyridin-2-ylpiperidin-1-yl)methyl]-1-oxo-1,8a-dihydronaphthalene-2-carboxylate). As a reaction SMILES: [CH:1]([C:3]1[CH:4]=[C:5]([C:14]([O:16][CH2:17][CH3:18])=[O:15])[C:6](=[O:13])N2[C:12]=1[CH:11]=[CH:10][CH:9]=[CH:8]2)=O.[N:19]1[CH:24]=[CH:23][CH:22]=[CH:21][C:20]=1[C:25]1([C:31]#[N:32])[CH2:30][CH2:29][NH:28][CH2:27][CH2:26]1.[C:33](O)(=O)C.ClC(Cl)C.C([BH3-])#N>>[C:31]([C:25]1([C:20]2[CH:21]=[CH:22][CH:23]=[CH:24][N:19]=2)[CH2:26][CH2:27][N:28]([CH2:1][C:3]2[CH:4]=[C:5]([C:14]([O:16][CH2:17][CH3:18])=[O:15])[C:6](=[O:13])[CH:33]3[C:12]=2[CH:11]=[CH:10][CH:9]=[CH:8]3)[CH2:29][CH2:30]1)#[N:32]. Procedure: In a 10-20 mL Emrys™ process vial, a mixture of the ethyl 1-formyl-4-oxo-4H-quinolizine-3-carboxylate (684 mg, 2.79 mmol), 4-pyridin-2-ylpiperidine-4-carbonitrile (627 mg, 3.35 mmol), glacial acetic acid (0.96 mL, 16.7 mmol) and 4.1 mL of dichloroethane was stirred vigorously. To the stirring mixture was added resin-bound MP-cyanoborohydride (2.74 g, 5.58 mmol). The mixture was heated via Emrys Optimizer™ microwave to 120° C. for 30 minutes. Filtration and solvent removal provided material, whic... Reactants: COC1=CC=C(C=C1)CSC=1NC(=C(C(N1)C1=CC(=CC=C1)[N+](=O)[O-])C(=O)OC)C (1, 4-dihydro-2-[[(4-methoxyphenyl)methyl]thio-]6-methyl-4-(3-nitrophenyl)-5-pyrimidinecarboxylic acid, methyl ester), N1=CC=CC=C1 (pyridine), CS(=O)(=O)Cl (methanesulfonyl chloride). Solvent: ClCCl (dichloromethane). Conditions: time 8 hour. The product is COC1=CC=C(C=C1)CSC=1N(C(C(=C(N1)C)C(=O)OC)C1=CC(=CC=C1)[N+](=O)[O-])S(=O)(=O)C (1, 6-Dihydro-2-[[(4-methoxyphenyl)methyl]thio]-4-methyl -1-(methylsulfonyl)-6-(3-nitrophenyl)-5-pyrimidinecarboxylic acid, methyl ester). As a reaction SMILES: [CH3:1][O:2][C:3]1[CH:8]=[CH:7][C:6]([CH2:9][S:10][C:11]2[NH:12][C:13]([CH3:30])=[C:14]([C:26]([O:28][CH3:29])=[O:27])[CH:15]([C:17]3[CH:22]=[CH:21][CH:20]=[C:19]([N+:23]([O-:25])=[O:24])[CH:18]=3)[N:16]=2)=[CH:5][CH:4]=1.N1C=CC=CC=1.[CH3:37][S:38](Cl)(=[O:40])=[O:39]>ClCCl>[CH3:1][O:2][C:3]1[CH:8]=[CH:7][C:6]([CH2:9][S:10][C:11]2[N:16]([S:38]([CH3:37])(=[O:40])=[O:39])[CH:15]([C:17]3[CH:22]=[CH:21][CH:20]=[C:19]([N+:23]([O-:25])=[O:24])[CH:18]=3)[C:14]([C:26]([O:28][CH3:29])=[O:27])=[C:13]([CH3:30])[N:12]=2)=[CH:5][CH:4]=1. Procedure: A solution of 1, 4-dihydro-2-[[(4-methoxyphenyl)methyl]thio-]6-methyl-4-(3-nitrophenyl)-5-pyrimidinecarboxylic acid, methyl ester (1.14 g, 2.66 mmole) in 15 ml of dichloromethane under argon at 0°-5° C. was treated with pyridine (0.42 ml, 0.42 g, 5.32 mmole) and methanesulfonyl chloride (0.28 ml, 0.41 g, 3.57 mmole). The mixture was then allowed to stir at room temperature overnight.